From a dataset of the Open Reaction Database (ORD), a public repository of structured organic reaction records. describe an organic reaction: reactants, conditions, products, and yield Reactants: CN1CCOCC1 (N-methylmorpholine), [OH-].[Na+] (sodium hydroxide), C[C@H]1N(C(OC1)=O)C1=CC=C(C(=O)O)C=C1 ((R)-4-(4-methyl-2-oxooxazolidin-3-yl)benzoic acid), Cl.C1(CC1)C=1C(=NC=C(C1)C)N1CCNCC1 (1-(3-cyclopropyl-5-methylpyridin-2-yl)piperazine hydrochloride), O.[Cl-].COC1=NC(=NC(=N1)OC)[N+]1(CCOCC1)C (4-(4,6-dimethoxy[1.3.5]triazin-2-yl)-4-methylmorpholinium chloride hydrate). The solvent is CO (methanol), C(Cl)(Cl)Cl (chloroform). Run at time 8 hour. Yields the product Cl.C1(CC1)C=1C(=NC=C(C1)C)N1CCN(CC1)C(=O)C1=CC=C(C=C1)N1C(OC[C@H]1C)=O ((R)-3-{4-[4-(3-cyclopropyl-5-methylpyridin-2-yl)piperazine-1-carbonyl]phenyl}-4-methyloxazolidin-2-one hydrochloride). Isolated yield 83.2%. As a reaction SMILES: [CH3:1][C@@H:2]1[CH2:6][O:5][C:4](=[O:7])[N:3]1[C:8]1[CH:16]=[CH:15][C:11]([C:12]([OH:14])=O)=[CH:10][CH:9]=1.[ClH:17].[CH:18]1([C:21]2[C:22]([N:28]3[CH2:33][CH2:32][NH:31][CH2:30][CH2:29]3)=[N:23][CH:24]=[C:25]([CH3:27])[CH:26]=2)[CH2:20][CH2:19]1.O.[Cl-].COC1N=C(OC)N=C([N+]2(C)CCOCC2)N=1.CN1CCOCC1.[OH-].[Na+]>C(Cl)(Cl)Cl.CO>[ClH:17].[CH:18]1([C:21]2[C:22]([N:28]3[CH2:33][CH2:32][N:31]([C:12]([C:11]4[CH:10]=[CH:9][C:8]([N:3]5[C@H:2]([CH3:1])[CH2:6][O:5][C:4]5=[O:7])=[CH:16][CH:15]=4)=[O:14])[CH2:30][CH2:29]3)=[N:23][CH:24]=[C:25]([CH3:27])[CH:26]=2)[CH2:19][CH2:20]1 |f:1.2,3.4.5,7.8,11.12|. Procedure details: (R)-4-(4-methyl-2-oxooxazolidin-3-yl)benzoic acid (442 mg) described in Preparation Example 37, 1-(3-cyclopropyl-5-methylpyridin-2-yl)piperazine hydrochloride (435 mg) described in Preparation Example 48 and 4-(4,6-dimethoxy[1.3.5]triazin-2-yl)-4-methylmorpholinium chloride hydrate (DMT-MM) (829 mg) were dissolved in chloroform (3 mL) and methanol (3 mL), N-methylmorpholine (220 μL) was added, and the mixture was stirred at room temperature overnight. To the reaction mixture was added 1N aqueous... The reactants are [Al+3], C1CCOC1, Cc1ccccc1, CCOC(=O)c1csc(C(C)C)n1, [H-], [H-], [H-], [H-], [Li+]. Product: CC(C)c1nc(CO)cs1. RXN SMILES: [Al+3:2].[CH2:27]1[O:28][CH2:29][CH2:30][CH2:31]1.[CH3:20][c:21]1[cH:22][cH:23][cH:24][cH:25][cH:26]1.[CH:7]([CH3:8])([CH3:9])[c:10]1[s:11][cH:12][c:13]([C:15](=[O:16])[O:17][CH2:18][CH3:19])[n:14]1.[H-:1].[H-:4].[H-:5].[H-:6].[Li+:3]>>[CH:7]([CH3:8])([CH3:9])[c:10]1[s:11][cH:12][c:13]([CH2:15][OH:16])[n:14]1. Starting materials: C(C)(=O)N1CC(C1)N1CCN(CC1)C=1C(=C(C=C(C1)C#N)NC1=NN2C(C(=N1)N(CC1=CC=C(C=C1)OC)C1CC1)=NC=C2C#N)Cl (2-((3-(4-(1-acetylazetidin-3-yl)piperazin-1-yl)-2-chloro-5-cyanophenyl)amino)-4-(cyclopropyl(4-methoxybenzyl)amino)imidazo[2,1-f][1,2,4]triazine-7-carbonitrile), C1(=CC=CC=C1)OC (anisole), C(=O)(C(F)(F)F)O (TFA). The solvent is ClCCCl (DCE). Run at temperature 50 celsius. Product: C(C)(=O)N1CC(C1)N1CCN(CC1)C=1C(=C(C=C(C1)C#N)NC1=NN2C(C(=N1)NC1CC1)=NC=C2C#N)Cl (2-((3-(4-(1-acetylazetidin-3-yl)piperazin-1-yl)-2-chloro-5-cyanophenyl)amino)-4-(cyclopropylamino)imidazo[2,1-f][1,2,4]triazine-7-carbonitrile). Yield: 55.6%. Reaction SMILES: [C:1]([N:4]1[CH2:7][CH:6]([N:8]2[CH2:13][CH2:12][N:11]([C:14]3[C:15]([Cl:47])=[C:16]([NH:22][C:23]4[N:28]=[C:27]([N:29]([CH:39]5[CH2:41][CH2:40]5)CC5C=CC(OC)=CC=5)[C:26]5=[N:42][CH:43]=[C:44]([C:45]#[N:46])[N:25]5[N:24]=4)[CH:17]=[C:18]([C:20]#[N:21])[CH:19]=3)[CH2:10][CH2:9]2)[CH2:5]1)(=[O:3])[CH3:2].C1(OC)C=CC=CC=1.C(O)(C(F)(F)F)=O>ClCCCl>[C:1]([N:4]1[CH2:7][CH:6]([N:8]2[CH2:13][CH2:12][N:11]([C:14]3[C:15]([Cl:47])=[C:16]([NH:22][C:23]4[N:28]=[C:27]([NH:29][CH:39]5[CH2:40][CH2:41]5)[C:26]5=[N:42][CH:43]=[C:44]([C:45]#[N:46])[N:25]5[N:24]=4)[CH:17]=[C:18]([C:20]#[N:21])[CH:19]=3)[CH2:10][CH2:9]2)[CH2:5]1)(=[O:3])[CH3:2]. Procedure details: To a solution of 2-((3-(4-(1-acetylazetidin-3-yl)piperazin-1-yl)-2-chloro-5-cyanophenyl)amino)-4-(cyclopropyl(4-methoxybenzyl)amino)imidazo[2,1-f][1,2,4]triazine-7-carbonitrile (110 mg, 0.169 mmol) in DCE (1.1 mL) and anisole (0.108 mL, 0.985 mmol) was added TFA (0.296 mL, 3.84 mmol) slowly drop wise at room temperature and the reaction mixture was heated at 50° C. for overnight. The reaction mixture was concentrated to remove solvent completely; the resultant residue was washed with hexane to r... Reactants: OCCCCCCCCCCCOC1=CC=C(C(=O)O)C=C1 (4-(11-hydroxyundecanyloxy)-benzoic acid), C(C(=C)C)(=O)O (methacrylic acid). The product is C(C(=C)C)(=O)OCCCCCCCCCCCOC1=CC=C(C(=O)O)C=C1 (4-(11-methacryloyloxyundecanyloxy)benzoic acid). The yield is 47.0%. Reaction SMILES: [OH:1][CH2:2][CH2:3][CH2:4][CH2:5][CH2:6][CH2:7][CH2:8][CH2:9][CH2:10][CH2:11][CH2:12][O:13][C:14]1[CH:22]=[CH:21][C:17]([C:18]([OH:20])=[O:19])=[CH:16][CH:15]=1.[C:23](O)(=[O:27])[C:24]([CH3:26])=[CH2:25]>>[C:23]([O:1][CH2:2][CH2:3][CH2:4][CH2:5][CH2:6][CH2:7][CH2:8][CH2:9][CH2:10][CH2:11][CH2:12][O:13][C:14]1[CH:15]=[CH:16][C:17]([C:18]([OH:20])=[O:19])=[CH:21][CH:22]=1)(=[O:27])[C:24]([CH3:26])=[CH2:25]. Reported procedure: 4-(11-methacryloyloxyundecanyloxy)benzoic acid (8a) was prepared from 4-(11-hydroxyundecanyloxy)-benzoic acid and methacrylic acid in the same manner as in Step 3 of Example 1. (Yield: 47%) Reactants: CN([C@H]1[C@@H](CCCC1)O)C (trans-2-dimethylaminocyclohexanol), C(C1=CC=CC=C1)N (Benzylamine), CS(=O)(=O)Cl (methanesulfonyl chloride), [H-].[Na+] (NaH). Procedure: A solution of trans-2-dimethylaminocyclohexanol (58 g.; 0.405 mole) in 80 ml. of THF was added during 10 minutes to a suspension of NaH (17.05 g.; 0.405 mole of 57% dispersion in mineral oil) in 240 ml. of THF and the mixture was refluxed for 3 hours. It was cooled to 10°, and methanesulfonyl chloride (46.39 g.; 0.405 mole) was added dropwise during 30 minutes keeping the temperature below 15°. Benzylamine (86.79 g.; 0.81 mole) was then added during 5 minutes, the solvent was evaporated and heat... Reaction conditions: time 16 hour. Yield: 65.0%. Yields the product CN(C1C(CCCC1)NCC1=CC=CC=C1)C (N,N-dimethyl-N'-benzyl-1,2-cyclohexanediamine). RXN SMILES: [CH3:1][N:2]([CH3:10])[C@@H:3]1[CH2:8][CH2:7][CH2:6][CH2:5][C@H:4]1O.[H-].[Na+].CS(Cl)(=O)=O.[CH2:18]([NH2:25])[C:19]1[CH:24]=[CH:23][CH:22]=[CH:21][CH:20]=1>C1COCC1>[CH3:1][N:2]([CH3:10])[CH:3]1[CH2:8][CH2:7][CH2:6][CH2:5][CH:4]1[NH:25][CH2:18][C:19]1[CH:24]=[CH:23][CH:22]=[CH:21][CH:20]=1 |f:1.2|. Solvent: C1CCOC1 (THF), C1CCOC1 (THF).